This data is from the Open Reaction Database (ORD), a public repository of structured organic reaction records. The task is: describe an organic reaction: reactants, conditions, products, and yield Starting materials: CC(C)(C)OC(=O)Nc1ccc2c(c1)NC(=O)CCC2, C1CCOC1, COc1ccc(P2(=S)SP(=S)(c3ccc(OC)cc3)S2)cc1. Product: CC(C)(C)OC(=O)Nc1ccc2c(c1)NC(=S)CCC2. As a reaction SMILES: [C:1]([CH3:2])([CH3:3])([CH3:4])[O:5][C:6]([NH:7][c:8]1[cH:9][cH:10][c:11]2[c:12]([cH:19]1)[NH:13][C:14](=[O:18])[CH2:15][CH2:16][CH2:17]2)=[O:20].[CH2:43]1[O:44][CH2:45][CH2:46][CH2:47]1.[CH3:21][O:22][c:23]1[cH:24][cH:25][c:26]([P:27]2(=[S:30])[S:28][P:29]([c:31]3[cH:32][cH:33][c:34]([O:35][CH3:36])[cH:37][cH:38]3)(=[S:39])[S:40]2)[cH:41][cH:42]1>>[C:1]([CH3:2])([CH3:3])([CH3:4])[O:5][C:6]([NH:7][c:8]1[cH:9][cH:10][c:11]2[c:12]([cH:19]1)[NH:13][C:14](=[S:30])[CH2:15][CH2:16][CH2:17]2)=[O:20]. The reactants are C(C1=CC=CC=C1)OC1=C(C=C(C(=C1)N1CCN(CC1)CC1=CC=CC=C1)OC)C(C)(C)O (2-[2-Benzyloxy-4-(4-benzyl-piperazin-1-yl)-5-methoxy-phenyl]-propan-2-ol). Run in CCO (EtOH). Run at time 12 hour. Product: OC(C)(C)C1=C(C=C(C(=C1)OC)N1CCNCC1)O (2-(1-Hydroxy-1-methyl-ethyl)-4-methoxy-5-piperazin-1-yl-phenol). The yield is 91.8%. Reaction SMILES: C([O:8][C:9]1[CH:14]=[C:13]([N:15]2[CH2:20][CH2:19][N:18](CC3C=CC=CC=3)[CH2:17][CH2:16]2)[C:12]([O:28][CH3:29])=[CH:11][C:10]=1[C:30]([OH:33])([CH3:32])[CH3:31])C1C=CC=CC=1>CCO>[OH:33][C:30]([C:10]1[CH:11]=[C:12]([O:28][CH3:29])[C:13]([N:15]2[CH2:16][CH2:17][NH:18][CH2:19][CH2:20]2)=[CH:14][C:9]=1[OH:8])([CH3:31])[CH3:32]. Procedure: A mixture of 2-[2-Benzyloxy-4-(4-benzyl-piperazin-1-yl)-5-methoxy-phenyl]-propan-2-ol (2.01 g, 4.5 mmol) 10% Pd/C (0.28 g) in EtOH (60 mL) was hydrogenated at 50 psi at room temperature for 12 hours. The reaction mixture was filtered to remove the catalyst, and the filtrate was concentrated under reduced pressure to yield 1.1 g (92%) of 2-(1-Hydroxy-1-methyl-ethyl)-4-methoxy-5-piperazin-1-yl-phenol. RXN SMILES: [O:1]1[C:6]2[CH:7]=[CH:8][C:9]([CH2:11][NH:12][CH2:13][CH2:14][N:15]3[CH2:19][CH2:18][CH2:17][CH:16]3[C:20]3[CH:25]=[C:24]([CH3:26])[N:23]=[C:22]([N:27]4[CH:31]=[CH:30][N:29]=[CH:28]4)[N:21]=3)=[CH:10][C:5]=2[O:4][CH2:3][CH2:2]1.C=O.[C:34](O)(=O)C.C(O[BH-](OC(=O)C)OC(=O)C)(=O)C.[Na+]>CO>[O:1]1[C:6]2[CH:7]=[CH:8][C:9]([CH2:11][N:12]([CH2:13][CH2:14][N:15]3[CH2:19][CH2:18][CH2:17][CH:16]3[C:20]3[CH:25]=[C:24]([CH3:26])[N:23]=[C:22]([N:27]4[CH:31]=[CH:30][N:29]=[CH:28]4)[N:21]=3)[CH3:34])=[CH:10][C:5]=2[O:4][CH2:3][CH2:2]1 |f:3.4|. Yield: 88.5%. Procedure: A solution of (2,3-dihydro-benzo[1,4]dioxin-6-ylmethyl)-{2-[2-(2-imidazol-1-yl-6-methyl-pyrimidin-4-yl)-pyrrolidin-1-yl]-ethyl}-amine (65 mg, 156 μmol), formalin (63 μL, 780 μmol), and acetic acid (170 μL, 2.83 mmol) in MeOH (1 mL) was stirred at r.t. for 5 min. Sodium triacetoxyborohydride (99 mg, 470 μmol) was then added. The reaction mixture was stirred at r.t. for 20 min and then concentrated to residue. EtOAc (5 mL) and 1N NaOH (5 mL) were added. The organic layer was isolated, dried (MgSO4... Reaction conditions: time 20 minute. Yields the product O1CCOC2=C1C=CC(=C2)CN(C)CCN2C(CCC2)C2=NC(=NC(=C2)C)N2C=NC=C2 ((2,3-dihydro-benzo[1,4]dioxin-6-ylmethyl)-{2-[2-(2-imidazol-1-yl-6-methyl-pyrimidin-4-yl)-pyrrolidin-1-yl]-ethyl}-methyl-amine). Run in CO (MeOH). Reactants: C(C)(=O)O[BH-](OC(C)=O)OC(C)=O.[Na+] (Sodium triacetoxyborohydride), O1CCOC2=C1C=CC(=C2)CNCCN2C(CCC2)C2=NC(=NC(=C2)C)N2C=NC=C2 ((2,3-dihydro-benzo[1,4]dioxin-6-ylmethyl)-{2-[2-(2-imidazol-1-yl-6-methyl-pyrimidin-4-yl)-pyrrolidin-1-yl]-ethyl}-amine), C=O (formalin), C(C)(=O)O (acetic acid). Reactants: C(C#C)N (propargyl amine), C1=CC2=C3C(=CC=C4C3=C1C(=O)OC4=O)C(=O)OC2=O (1,4,5,8-naphthalene tetracarboxylic acid dianhydride), diimide. The solvent is CN(C)C=O (DMF). Run at temperature 135 celsius, time 5 hour. Yields the product C(C#C)N=C(O)C1=CC=C(C=2C(=CC=C(C12)C(=O)O)C(=O)O)C(O)=NCC#C (N,N'-Dipropargyl-1,4,5,8-Naphthalenetetracarboxylic Acid Diimide). As a reaction SMILES: [CH:1]1[C:10]2[C:11]([O:13][C:14](=[O:15])[C:8]3[C:9]=2[C:4]2[C:5]([C:16]([O:18][C:19](=[O:20])[C:3]=2[CH:2]=1)=[O:17])=[CH:6][CH:7]=3)=[O:12].[CH2:21]([NH2:24])[C:22]#[CH:23]>CN(C=O)C>[CH2:21]([N:24]=[C:14]([C:8]1[C:9]2[C:10]([C:11]([OH:13])=[O:12])=[CH:1][CH:2]=[C:3]([C:19]([OH:18])=[O:20])[C:4]=2[C:5]([C:16](=[N:24][CH2:21][C:22]#[CH:23])[OH:17])=[CH:6][CH:7]=1)[OH:15])[C:22]#[CH:23]. Reported procedure: In a 250-ml round-bottom flask, equipped with a mechanical stirrer was placed 10.3541 g. (0.036 mole) of 1,4,5,8-naphthalene tetracarboxylic acid dianhydride in 100 ml DMF and the system purged with nitrogen. To this solution was added 4.9310 g. (0.089 mole) of propargyl amine, causing the temperature to rise to 46° C. Then heating was begun and continued at 135° C. for 5 hours. Then the apparatus was fitted with a distillation head and approximately 2 ml of distillate were removed over a one-ho...